Dataset: the Open Reaction Database (ORD), a public repository of structured organic reaction records. Task: describe an organic reaction: reactants, conditions, products, and yield The reactants are CCO, Cl, O=C1CCOc2ccc([N+](=O)[O-])cc21, NO, [Na+], [OH-], O. Yields the product O=[N+]([O-])c1ccc2c(c1)C(=NO)CCO2. RXN SMILES: [CH3:20][CH2:21][OH:22].[ClH:1].[N+:6](=[O:7])([O-:8])[c:9]1[cH:10][c:11]2[c:16]([cH:17][cH:18]1)[O:15][CH2:14][CH2:13][C:12]2=[O:19].[NH2:2][OH:3].[Na+:5].[OH-:4].[OH2:23]>>[N:2]([OH:3])=[C:12]1[c:11]2[cH:10][c:9]([N+:6](=[O:7])[O-:8])[cH:18][cH:17][c:16]2[O:15][CH2:14][CH2:13]1. Reactants: Cc1cccc(Nc2nccc(-c3ccc(NC(=O)OC(C)(C)C)s3)n2)c1, C1COCCO1, ClCCl, Cl, O=C(O)C(F)(F)F. Yields the product Cl, Cc1cccc(Nc2nccc(-c3ccc(N)s3)n2)c1. Reaction SMILES: [C:1]([O:2][C:3](=[O:4])[NH:7][c:8]1[s:9][c:10](-[c:13]2[n:14][c:15]([NH:19][c:20]3[cH:21][c:22]([CH3:26])[cH:23][cH:24][cH:25]3)[n:16][cH:17][cH:18]2)[cH:11][cH:12]1)([CH3:5])([CH3:6])[CH3:27].[CH2:36]1[O:37][CH2:38][CH2:39][O:40][CH2:41]1.[Cl:42][CH2:43][Cl:44].[ClH:28].[F:29][C:30]([F:31])([F:32])[C:33]([OH:34])=[O:35]>>[ClH:28].[NH2:7][c:8]1[s:9][c:10](-[c:13]2[n:14][c:15]([NH:19][c:20]3[cH:21][c:22]([CH3:26])[cH:23][cH:24][cH:25]3)[n:16][cH:17][cH:18]2)[cH:11][cH:12]1. The reactants are Nc1scc(Br)c1-c1ncn[nH]1, O=C(O)Cc1c(F)ccc2ncccc12. The product is O=C(Cc1c(F)ccc2ncccc12)Nc1scc(Br)c1-c1ncn[nH]1. RXN SMILES: [Br:16][c:17]1[c:18](-[c:23]2[n:24][cH:25][n:26][nH:27]2)[c:19]([NH2:22])[s:20][cH:21]1.[F:1][c:2]1[c:3]([CH2:12][C:13](=[O:14])[OH:15])[c:4]2[cH:5][cH:6][cH:7][n:8][c:9]2[cH:10][cH:11]1>>[F:1][c:2]1[c:3]([CH2:12][C:13](=[O:15])[NH:22][c:19]2[c:18](-[c:23]3[n:24][cH:25][n:26][nH:27]3)[c:17]([Br:16])[cH:21][s:20]2)[c:4]2[cH:5][cH:6][cH:7][n:8][c:9]2[cH:10][cH:11]1. As a reaction SMILES: [Cl:1][C:2]1[N:3]=[C:4]([N:14]2[CH2:19][CH2:18][O:17][CH2:16][CH2:15]2)[C:5]2[S:10][C:9]([CH:11]=O)=[C:8]([CH3:13])[C:6]=2[N:7]=1.C(O)(=O)C(O)=O.[OH:26][C@@H:27]([CH3:36])[C:28]([N:30]1[CH2:35][CH2:34][NH:33][CH2:32][CH2:31]1)=[O:29].C([O-])(=O)C.[Na+].C(O)(=O)C.C(O[BH-](OC(=O)C)OC(=O)C)(=O)C.[Na+]>O.C(#N)C>[Cl:1][C:2]1[N:3]=[C:4]([N:14]2[CH2:19][CH2:18][O:17][CH2:16][CH2:15]2)[C:5]2[S:10][C:9]([CH2:11][N:33]3[CH2:32][CH2:31][N:30]([C:28](=[O:29])[C@@H:27]([OH:26])[CH3:36])[CH2:35][CH2:34]3)=[C:8]([CH3:13])[C:6]=2[N:7]=1 |f:1.2,3.4,6.7|. Procedure details: 2-Chloro-7-methyl-4-morpholinothieno[3,2-d]pyrimidine-6-carbaldehyde IV (68.9 g, 231 mmol) was charged to a suitably sized reactor, followed by acetonitrile (870 mL), (S)-2-hydroxy-1-(piperazin-1-yl)propan-1-one oxalate (V) (86.2 g, 347 mmol), sodium acetate (57.0 g, 695 mmol) and glacial acetic acid (6.90 g, 115 mmol). Molecular sieve 3 Å powder (75 g) was added to the reactor, and the slurry was heated to 80° C. and stirred for a minimum of 2 h. The mixture was cooled to 40° C. and sodium tria... The solvent is C(C)#N (acetonitrile), O (water). Reaction conditions: temperature 80 celsius, time 2 hour. The product is ClC=1N=C(C2=C(N1)C(=C(S2)CN2CCN(CC2)C([C@H](C)O)=O)C)N2CCOCC2 ((S)-1-(4-((2-chloro-7-methyl-4-morpholinothieno[3,2-d]pyrimidin-6-yl)methyl)piperazin-1-yl)-2-hydroxypropan-1-one). The reactants are ClC=1N=C(C2=C(N1)C(=C(S2)C=O)C)N2CCOCC2 (2-chloro-7-methyl-4-morpholinothieno[3,2-d]pyrimidine-6-carbaldehyde), powder, C(C)(=O)O (acetic acid), C(C(=O)O)(=O)O.O[C@H](C(=O)N1CCNCC1)C ((S)-2-hydroxy-1-(piperazin-1-yl)propan-1-one oxalate), C(C)(=O)[O-].[Na+] (sodium acetate), C(C)(=O)O[BH-](OC(C)=O)OC(C)=O.[Na+] (sodium triacetoxyborohydride). Isolated yield 75.1%. Starting materials: COC(C=1C(NC(CSCCCC2=CC=CC=C2)=O)=CC(=CC1[N+](=O)[O-])Cl)=O (4-chloro-6-nitro-N-(3-phenylpropylthio)acetyl-anthranilic acid methyl ester), hydrochloric acid ice, C[Si](C)(C)[N-][Si](C)(C)C.[Na+] (sodium bis-trimethylsilylamide). Solvent: O1CCCC1 (tetrahydrofuran), O1CCCC1 (tetrahydrofuran). Reaction conditions: time 1 hour. Yields the product ClC1=CC(=C2C(=C(C(NC2=C1)=O)SCCCC1=CC=CC=C1)O)[N+](=O)[O-] (7-chloro-5-nitro-4-hydroxy-3-(3-phenylpropylthio)-2(1H)-quinolone). Isolated yield 73.6%. RXN SMILES: C[O:2][C:3](=O)[C:4]1[C:5](=[CH:20][C:21]([Cl:27])=[CH:22][C:23]=1[N+:24]([O-:26])=[O:25])[NH:6][C:7](=[O:19])[CH2:8][S:9][CH2:10][CH2:11][CH2:12][C:13]1[CH:18]=[CH:17][CH:16]=[CH:15][CH:14]=1.C[Si]([N-][Si](C)(C)C)(C)C.[Na+]>O1CCCC1>[Cl:27][C:21]1[CH:20]=[C:5]2[C:4]([C:3]([OH:2])=[C:8]([S:9][CH2:10][CH2:11][CH2:12][C:13]3[CH:18]=[CH:17][CH:16]=[CH:15][CH:14]=3)[C:7](=[O:19])[NH:6]2)=[C:23]([N+:24]([O-:26])=[O:25])[CH:22]=1 |f:1.2|. Procedure: 0.55 g (1.3 mmol) of 4-chloro-6-nitro-N-(3-phenylpropylthio)acetyl-anthranilic acid methyl ester are placed in 6 ml of tetrahydrofuran at 0° under nitrogen. 2.6 ml of a 1-molar tetrahydrofuran solution of sodium bis-trimethylsilylamide are added dropwise thereto. The mixture is then stirred for 1 hour at 0°. The reaction mixture is poured into 50 ml of 2N hydrochloric acid/ice and extracted with ethyl acetate. The organic phase is dried over sodium sulfate, filtered and concentrated by evaporati... Reactants: C1(CCCCN1)=S (δ-thiovalerolactam), BrC(C(=O)O)C1=CC=CC=C1 (α-bromophenylacetic acid). The solvent is CC(=O)C (acetone). Yields the product [Br-].OC1=C(SC2=[N+]1CCCC2)C2=CC=CC=C2 (5,6,7,8-Tetrahydro-3-hydroxy-2-phenylthiazolo[3,2-a]pyridinium bromide). As a reaction SMILES: [C:1]1(=[S:7])[NH:6][CH2:5][CH2:4][CH2:3][CH2:2]1.[Br:8][CH:9]([C:13]1[CH:18]=[CH:17][CH:16]=[CH:15][CH:14]=1)[C:10](O)=[O:11]>CC(C)=O>[Br-:8].[OH:11][C:10]1[N+:6]2[CH2:5][CH2:4][CH2:3][CH2:2][C:1]=2[S:7][C:9]=1[C:13]1[CH:18]=[CH:17][CH:16]=[CH:15][CH:14]=1 |f:3.4|. Procedure details: An acetone solution of 3.51 g. (0.03 mole) δ-thiovalerolactam and 6.75 g. (0.03 mole) α-bromophenylacetic acid was heated until the solid started to form. After the solution was cooled, the solid was collected which weighed 6.5 g. Recrystallization could be done with acetonitrile. The purified material had a melting point of 188°-192° (dec.). The reactants are SCC(=O)O (mercaptoacetic acid), O1COC2=C1C=CC(=C2)C(C)(C)O (2-(1,3-benzodioxol-5-yl)-2-propanol). Solvent: C1=CC=CC=C1 (benzene). Yields the product O1COC2=C1C=CC(=C2)C(C)(C)SCC(=O)O ([{1-(1,3-Benzodioxol-5-yl)-1-methylethyl}thio]acetic acid). Yield: 45.8%. As a reaction SMILES: [SH:1][CH2:2][C:3]([OH:5])=[O:4].[O:6]1[C:10]2[CH:11]=[CH:12][C:13]([C:15](O)([CH3:17])[CH3:16])=[CH:14][C:9]=2[O:8][CH2:7]1>C1C=CC=CC=1>[O:6]1[C:10]2[CH:11]=[CH:12][C:13]([C:15]([S:1][CH2:2][C:3]([OH:5])=[O:4])([CH3:17])[CH3:16])=[CH:14][C:9]=2[O:8][CH2:7]1. Procedure details: 600 ml of benzene, 59.5 g of mercaptoacetic acid and a catalytic amount of D-100camphorsulfonic acid were added to 97 g of 2-(1,3-benzodioxol-5-yl)-2-propanol. The obtained mixture was heated under reflux for 4 hours and distilled to remove the solvent. The pH of the residue was adjusted to 10 with a 1N aqueous solution of sodium hydroxide. The resulting mixture was washed with ethyl acetate. 4N hydrochloric acid was added to the mixture under cooling with ice to acidify the aqueous layer. The r... The reactants are B, CCN1CCC(=O)CC1, CO, CC(=O)O, Nc1ccc2[nH]ncc2c1, [Na+], O=C([O-])O, c1ccncc1. Yields the product CCN1CCC(Nc2ccc3[nH]ncc3c2)CC1. Reaction SMILES: [BH3:26].[CH2:1]([CH3:2])[N:3]1[CH2:4][CH2:5][C:6](=[O:9])[CH2:7][CH2:8]1.[CH3:32][OH:33].[CH3:34][C:35](=[O:36])[OH:37].[NH2:10][c:11]1[cH:12][c:13]2[cH:14][n:15][nH:16][c:17]2[cH:18][cH:19]1.[Na+:27].[OH:28][C:29](=[O:30])[O-:31].[n:20]1[cH:21][cH:22][cH:23][cH:24][cH:25]1>>[CH2:1]([CH3:2])[N:3]1[CH2:4][CH2:5][CH:6]([NH:10][c:11]2[cH:12][c:13]3[cH:14][n:15][nH:16][c:17]3[cH:18][cH:19]2)[CH2:7][CH2:8]1.